describe an organic reaction: reactants, conditions, products, and yield From a dataset of the Open Reaction Database (ORD), a public repository of structured organic reaction records. The reactants are C(CCC)C1=CC=C2C(C=C(NC2=C1)C(=O)OCC)=O (ethyl 7-butyl-4-oxo-1,4-dihydroquinoline-2-carboxylate), [OH-].[Na+] (sodium hydroxide). Product: C(CCC)C1=CC=C2C(C=C(NC2=C1)C(=O)O)=O (7-butyl-4-oxo-1,4-dihydroquinoline-2-carboxylic acid). Isolated yield 66.9%. As a reaction SMILES: [CH2:1]([C:5]1[CH:14]=[C:13]2[C:8]([C:9](=[O:20])[CH:10]=[C:11]([C:15]([O:17]CC)=[O:16])[NH:12]2)=[CH:7][CH:6]=1)[CH2:2][CH2:3][CH3:4].[OH-].[Na+]>>[CH2:1]([C:5]1[CH:14]=[C:13]2[C:8]([C:9](=[O:20])[CH:10]=[C:11]([C:15]([OH:17])=[O:16])[NH:12]2)=[CH:7][CH:6]=1)[CH2:2][CH2:3][CH3:4] |f:1.2|. Reported procedure: Treatment of ethyl 7-butyl-4-oxo-1,4-dihydroquinoline-2-carboxylate (0.5 g, Example 5b) with sodium hydroxide (0.326 g), as described in Example 1c, gave 7-butyl-4-oxo-1,4-dihydroquinoline-2-carboxylic acid (0.3 g), mp 247°-250° C. (decomp), δ (360 MHz, DMSO-d6) 0.91 (3H, t, CH3), 1.32 (2H, m, CH2CH3), 1.60 (2H, m, CH2CH2CH2), 2.69 (2H, t, CH2CH2CH2CH3), 6.60 (1H, s, 3-H), 7.20 (1H dd, 6-H), 7.75 (1H, s, 8-H) and 7.98 (1H, d. 5-H), (Found: C, 66.44; H, 6.68; N, 5.62%. C14H15NO3. 0.5H2O requires ... Reactants: FC1=C(C(=O)NC2=C(C=CC(=C2)C2=NN3C(C=CC=C3)=C2C2=NC(=NC=C2)NC2=CC=C3CCN(CC3=C2)C(C(F)(F)F)=O)OC)C(=CC=C1)F (2,6-difluoro-N-{2-(methyloxy)-5-[3-(2-{[2-(trifluoroacetyl)-1,2,3,4-tetrahydro-7-isoquinolinyl]amino}-4-pyrimidinyl)pyrazolo[1,5-a]pyridin-2-yl]phenyl}benzamide), C1CCOC1 (THF), [Li+].[OH-] (LiOH). The solvent is O (H2O). Run at temperature 50 celsius. The product is FC1=C(C(=O)NC2=C(C=CC(=C2)C2=NN3C(C=CC=C3)=C2C2=NC(=NC=C2)NC2=CC=C3CCNCC3=C2)OC)C(=CC=C1)F (2,6-Difluoro-N-(2-(methyloxy)-5-{3-[2-(1,2,3,4-tetrahydro-7-isoquinolinylamino)-4-pyrimidinyl]pyrazolo[1,5-a]pyridin-2-yl}phenyl)benzamide). Isolated yield 73.6%. Reaction SMILES: [F:1][C:2]1[CH:50]=[CH:49][CH:48]=[C:47]([F:51])[C:3]=1[C:4]([NH:6][C:7]1[CH:12]=[C:11]([C:13]2[C:21]([C:22]3[CH:27]=[CH:26][N:25]=[C:24]([NH:28][C:29]4[CH:38]=[C:37]5[C:32]([CH2:33][CH2:34][N:35](C(=O)C(F)(F)F)[CH2:36]5)=[CH:31][CH:30]=4)[N:23]=3)=[C:16]3[CH:17]=[CH:18][CH:19]=[CH:20][N:15]3[N:14]=2)[CH:10]=[CH:9][C:8]=1[O:45][CH3:46])=[O:5].C1COCC1.[Li+].[OH-]>O>[F:51][C:47]1[CH:48]=[CH:49][CH:50]=[C:2]([F:1])[C:3]=1[C:4]([NH:6][C:7]1[CH:12]=[C:11]([C:13]2[C:21]([C:22]3[CH:27]=[CH:26][N:25]=[C:24]([NH:28][C:29]4[CH:38]=[C:37]5[C:32]([CH2:33][CH2:34][NH:35][CH2:36]5)=[CH:31][CH:30]=4)[N:23]=3)=[C:16]3[CH:17]=[CH:18][CH:19]=[CH:20][N:15]3[N:14]=2)[CH:10]=[CH:9][C:8]=1[O:45][CH3:46])=[O:5] |f:2.3|. Reported procedure: To a solution of 2,6-difluoro-N-{2-(methyloxy)-5-[3-(2-{[2-(trifluoroacetyl)-1,2,3,4-tetrahydro-7-isoquinolinyl]amino}-4-pyrimidinyl)pyrazolo[1,5-a]pyridin-2-yl]phenyl}benzamide (50 mg, 0.072 mmol) in 10:1 THF:H2O (10 mL) was added 1M LiOH (0.43 ml, 0.43 mmol) and the reaction mixture was heated at 50° C. overnight. The reaction was washed with brine (10 mL), organic layer removed, adsorbed to silica gel and purified by column chromatography (0-10% MeOH/DCM+1% NH4OH) to afford the title compound... Starting materials: C1(=CC=CC=C1)[C@@H](CN)C ((S)-(−)-2-phenyl propylamine), O (water), ClC1=C(C=O)C=CC=C1C(F)(F)F (2-chloro-3-trifluoromethylbenzaldehyde), C(C)(=O)O[BH-](OC(C)=O)OC(C)=O.[Na+] (sodium triacetoxyborohydride). The reagents and catalysts are C(C)(=O)O (acetic acid). The solvent is ClCCl (dichloromethane), CCCCCC (Hexane). Run at time 1.5 hour. Product: ClC1=C(CNC[C@@H](C)C2=CC=CC=C2)C=CC=C1C(F)(F)F ((2-chloro-3-trifluoromethyl-benzyl)-((S)-2-phenyl-propyl)-amine). The yield is 45.4%. As a reaction SMILES: [C:1]1([C@H:7]([CH3:10])[CH2:8][NH2:9])[CH:6]=[CH:5][CH:4]=[CH:3][CH:2]=1.[Cl:11][C:12]1[C:19]([C:20]([F:23])([F:22])[F:21])=[CH:18][CH:17]=[CH:16][C:13]=1[CH:14]=O.C(O[BH-](OC(=O)C)OC(=O)C)(=O)C.[Na+].O>ClCCl.C(O)(=O)C.CCCCCC>[Cl:11][C:12]1[C:19]([C:20]([F:21])([F:22])[F:23])=[CH:18][CH:17]=[CH:16][C:13]=1[CH2:14][NH:9][CH2:8][C@H:7]([C:1]1[CH:6]=[CH:5][CH:4]=[CH:3][CH:2]=1)[CH3:10] |f:2.3|. Procedure details: To a solution of (S)-(−)-2-phenyl propylamine (0.5 g, 3.7 mmol) in dry dichloromethane (100 ml) was added acetic acid (2 drops) followed by 2-chloro-3-trifluoromethylbenzaldehyde (1.1 g, 5.5 mmol) and sodium triacetoxyborohydride (1.5 g, 7.4 mmol). After the resulting mixture was stirred for 1.5 h at room temperature, water was added to quench the reaction. The aqueous layer was extracted with ethyl acetate. The combined organic layers was washed with brine, dried over sodium sulfate and concent... The reactants are C(C1=CC=CC=C1)(C1=CC=CC=C1)(C1=CC=CC=C1)NC(COCC1=CC=C(C=C1)C=1OC2=C(N1)C=CC=C2)COCCCCC2=CC=CC=C2 (N-trityl-1-[4-(benzoxazol-2-yl)benzyloxy]-3-(4-phenylbutoxy)-2-propanamine), C(Cl)Cl (CH2Cl2). Solvent: CO (methanol), CO (methanol), CO (MeOH), CO (MeOH). Reaction conditions: time 1.5 hour. Yields the product Cl.O1C(=NC2=C1C=CC=C2)C2=CC=C(COCC(COCCCCC1=CC=CC=C1)N)C=C2 (1-[4-(benzoxazol-2-yl)benzyloxy]-3-(4-phenylbutoxy)-2-propanamine hydrochloride). Reaction SMILES: C([NH:20][CH:21]([CH2:40][O:41][CH2:42][CH2:43][CH2:44][CH2:45][C:46]1[CH:51]=[CH:50][CH:49]=[CH:48][CH:47]=1)[CH2:22][O:23][CH2:24][C:25]1[CH:30]=[CH:29][C:28]([C:31]2[O:32][C:33]3[CH:39]=[CH:38][CH:37]=[CH:36][C:34]=3[N:35]=2)=[CH:27][CH:26]=1)(C1C=CC=CC=1)(C1C=CC=CC=1)C1C=CC=CC=1.C(Cl)[Cl:53]>CO>[ClH:53].[O:32]1[C:33]2[CH:39]=[CH:38][CH:37]=[CH:36][C:34]=2[N:35]=[C:31]1[C:28]1[CH:29]=[CH:30][C:25]([CH2:24][O:23][CH2:22][CH:21]([NH2:20])[CH2:40][O:41][CH2:42][CH2:43][CH2:44][CH2:45][C:46]2[CH:47]=[CH:48][CH:49]=[CH:50][CH:51]=2)=[CH:26][CH:27]=1 |f:3.4|. Reported procedure: N-trityl-1-[4-(benzoxazol-2-yl)benzyloxy]-3-(4-phenylbutoxy)-2-propanamine (0.3 g; 0.45 mmol) is dissolved in CH2Cl2 (3 ml) and MeOH (3 ml) and acidified to pH3 with acidic methanol. The reaction is stirred 1.5 hours, concentrated and purified by column chromatography with 8% MeOH/CH2Cl2. The product is isolated, dissolved in MeOH and acidified with acidic methanol. The solution is concentrated to yield 1-[4-(benzoxazol-2-yl)benzyloxy]-3-(4-phenylbutoxy)-2-propanamine hydrochloride (m.p. 125°-12... Reactants: CC1=C(C(=CC=C1)C)O (2,6-dimethylphenol), C1(=CC=CC=C1)C (toluene), P(O)(O)(O)=O (phosphoric acid), C1=CC=CC1 (cyclopentadiene), C1(=CC=CC=C1)C (toluene). Solvent: C(C(C)C)C(=O)C (methyl isobutyl ketone), O1CCCC1 (tetrahydrofuran). Yields the product CC1=C(C(=CC(=C1)C1C=CCC1)C)O (2,6-Dimethyl-4-(2-cyclopenten-1-yl)phenol). RXN SMILES: [CH3:1][C:2]1[CH:7]=[CH:6][CH:5]=[C:4]([CH3:8])[C:3]=1[OH:9].[C:10]1([CH3:16])[CH:15]=[CH:14][CH:13]=CC=1.P(=O)(O)(O)O.C1CC=CC=1>C(C(C)=O)C(C)C.O1CCCC1>[CH3:1][C:2]1[CH:7]=[C:6]([CH:10]2[CH2:15][CH2:14][CH:13]=[CH:16]2)[CH:5]=[C:4]([CH3:8])[C:3]=1[OH:9]. Procedure details: Into a 2-liter flask having a stirrer, a condenser and a thermometer, 366 g of 2,6-dimethylphenol, 360 g of toluene and 102 g of phosphoric acid were introduced, and a solution of mixture of 247 g of cyclopentadiene and 200 g of toluene was added dropwise over a period of 3 hours while stirring the mixture under ice cooling, followed by further stirring for 4 hours at room temperature. To the reaction solution thus obtained, tetrahydrofuran (hereinafter “THF”) and methyl isobutyl ketone (hereina... The reactants are BrCCCCCCBr (1,6-dibromohexane), COC1=CC=C(C=C1)CCCCO (4-(4-methoxyphenyl)butanol). The product is BrCCCCCCOCCCCC1=CC=C(C=C1)OC (4-[[(6-Bromohexyl)oxy]butyl]-1-methoxybenzene). As a reaction SMILES: Br[CH2:2][CH2:3][CH2:4][CH2:5][CH2:6][CH2:7][Br:8].[CH3:9][O:10][C:11]1[CH:16]=[CH:15][C:14]([CH2:17][CH2:18][CH2:19][CH2:20][OH:21])=[CH:13][CH:12]=1>>[Br:8][CH2:7][CH2:6][CH2:5][CH2:4][CH2:3][CH2:2][O:21][CH2:20][CH2:19][CH2:18][CH2:17][C:14]1[CH:13]=[CH:12][C:11]([O:10][CH3:9])=[CH:16][CH:15]=1. Procedure details: (3.3 g), b.p. 180°-190°/0.5 torr, from 1,6-dibromohexane (8 g) and 4-(4-methoxyphenyl)butanol (2 g).